Dataset: the Open Reaction Database (ORD), a public repository of structured organic reaction records. Task: describe an organic reaction: reactants, conditions, products, and yield The reactants are CCCc1cc(Cl)c2oc(Cc3ccc(OC(C)=O)cc3)c(C)c2c1OC(C)=O, O=C([O-])[O-], CO, [K+], [K+], O. The product is CCCc1cc(Cl)c2oc(Cc3ccc(O)cc3)c(C)c2c1OC(C)=O. RXN SMILES: [C:1](=[O:2])([CH3:3])[O:4][c:5]1[cH:6][cH:7][c:8]([CH2:9][c:10]2[o:11][c:12]3[c:13]([c:14]2[CH3:15])[c:16]([O:24][C:25]([CH3:26])=[O:27])[c:17]([CH2:21][CH2:22][CH3:23])[cH:18][c:19]3[Cl:20])[cH:28][cH:29]1.[C:30](=[O:31])([O-:32])[O-:33].[CH3:36][OH:37].[K+:34].[K+:35].[OH2:38]>>[OH:4][c:5]1[cH:6][cH:7][c:8]([CH2:9][c:10]2[o:11][c:12]3[c:13]([c:14]2[CH3:15])[c:16]([O:24][C:25]([CH3:26])=[O:27])[c:17]([CH2:21][CH2:22][CH3:23])[cH:18][c:19]3[Cl:20])[cH:28][cH:29]1. Starting materials: COC(=O)c1sc(-c2cccc(NCC3CCCCC3)c2)c(Br)c1OCC(=O)OC(C)(C)C, O=C(Cl)OCc1ccccc1, NC(=O)[O-]. Yields the product COC(=O)c1sc(-c2cccc(N(CC3CCCCC3)C(=O)OCc3ccccc3)c2)c(Br)c1OCC(=O)OC(C)(C)C. RXN SMILES: [CH3:16][O:17][C:18](=[O:19])[c:20]1[s:21][c:22](-[c:35]2[cH:36][c:37]([NH:41][CH2:42][CH:43]3[CH2:44][CH2:45][CH2:46][CH2:47][CH2:48]3)[cH:38][cH:39][cH:40]2)[c:23]([Br:34])[c:24]1[O:25][CH2:26][C:27](=[O:28])[O:29][C:30]([CH3:31])([CH3:32])[CH3:33].[Cl:5][C:6](=[O:7])[O:8][CH2:9][c:10]1[cH:11][cH:12][cH:13][cH:14][cH:15]1.[NH2:1][C:2](=[O:3])[O-:4]>>[C:6](=[O:7])([O:8][CH2:9][c:10]1[cH:11][cH:12][cH:13][cH:14][cH:15]1)[N:41]([c:37]1[cH:36][c:35](-[c:22]2[s:21][c:20]([C:18]([O:17][CH3:16])=[O:19])[c:24]([O:25][CH2:26][C:27](=[O:28])[O:29][C:30]([CH3:31])([CH3:32])[CH3:33])[c:23]2[Br:34])[cH:40][cH:39][cH:38]1)[CH2:42][CH:43]1[CH2:44][CH2:45][CH2:46][CH2:47][CH2:48]1. Reactants: O1C(=NN=C1)C1=CC=C(C=O)C=C1 (4-(1,3,4-Oxadiazol-2-yl)benzaldehyde), N1(N=CC=C1)C1=CC=C(C=O)C=C1 (4-(1H-pyrazol-1-yl)-benzaldehyde). Product: O1C(=NN=C1)C1=CC=C(C=C1)/C=C/C=O ((2E)-3-[4-(1,3,4-Oxadiazol-2-yl)phenyl]-2-propenal). As a reaction SMILES: [O:1]1[CH:5]=[N:4][N:3]=[C:2]1[C:6]1[CH:13]=[CH:12][C:9]([CH:10]=O)=[CH:8][CH:7]=1.N1(C2C=C[C:22]([CH:23]=[O:24])=CC=2)C=CC=N1>>[O:1]1[CH:5]=[N:4][N:3]=[C:2]1[C:6]1[CH:13]=[CH:12][C:9](/[CH:10]=[CH:22]/[CH:23]=[O:24])=[CH:8][CH:7]=1. Procedure: The title compound was prepared by a procedure analogous to Reference Example 30 by substituting 4-(1,3,4-oxadiazol-2-yl)benzaldehyde (prepared as described in Reference Example 77) for the 4-(1H-pyrazol-1-yl)-benzaldehyde of Reference Example 30. MS 201 (M+H)+.